This data is from the Open Reaction Database (ORD), a public repository of structured organic reaction records. The task is: describe an organic reaction: reactants, conditions, products, and yield The solvent is CO (methanol). Procedure: Prepared from 1,4-dioxaspiro[4.5]decan-8-one and dimethylamine. Pale brown oil, Rf : 0.28 (silica gel; methylene chloroide/methanol/concentrated ammonia=9:1:0.1) As a reaction SMILES: [O:1]1[C:5]2([CH2:10][CH2:9][C:8](=O)[CH2:7][CH2:6]2)[O:4][CH2:3][CH2:2]1.[CH3:12][NH:13][CH3:14]>CO>[CH3:12][N:13]([CH3:14])[CH:8]1[CH2:9][CH2:10][C:5]2([O:4][CH2:3][CH2:2][O:1]2)[CH2:6][CH2:7]1. Yields the product CN(C1CCC2(OCCO2)CC1)C (8-Dimethylamino-1,4-dioxaspiro[4.5]decane). The reactants are O1CCOC12CCC(CC2)=O (1,4-dioxaspiro[4.5]decan-8-one), CNC (dimethylamine). The reactants are C(C=1C(=CC=CC1)OC)=O (0-anisaldehyde), S(=O)(=O)(C1=CC=C(C)C=C1)C[N+]#[C-] (tosylmethylisocyanide), [C-]#N.[Na+] (NaCN). Product: COC1=C(C=CC=C1)[C@@H]1[C@H](N=CO1)S(=O)(=O)C1=CC=C(C=C1)C ((4R*,5R*)-5-(2-Methoxy-phenyl)-4-(toluene-4-sulfonyl)-4,5-dihydro-oxazole). Reaction SMILES: [CH:1](=[O:10])[C:2]1[C:3]([O:8][CH3:9])=[CH:4][CH:5]=[CH:6][CH:7]=1.[S:11]([CH2:21][N+:22]#[C-:23])([C:14]1[CH:20]=[CH:19][C:17]([CH3:18])=[CH:16][CH:15]=1)(=[O:13])=[O:12].[C-]#N.[Na+]>>[CH3:9][O:8][C:3]1[CH:4]=[CH:5][CH:6]=[CH:7][C:2]=1[C@H:1]1[O:10][CH:23]=[N:22][C@@H:21]1[S:11]([C:14]1[CH:20]=[CH:19][C:17]([CH3:18])=[CH:16][CH:15]=1)(=[O:13])=[O:12] |f:2.3|. Procedure: In a manner analogous to Preparation 1, 0-anisaldehyde (053 mL, 5.25 mmol), tosylmethylisocyanide (0.98 g, 5.0 mmol) and NaCN (24.5 mg, 0.50 mmol) gave the desired compound as a tan solid. MS(ES+) m/z 332.0 (M+H+). Reactants: C(C)(=O)SCC(C(=O)NN1CCCC1)CC1=CC=CC=C1 (α-[(acetylthio)-methyl]-N-(1-pyrrolidinyl)-benzene propanamide), [OH-].[Na+] (sodium hydroxide). Yields the product SCC(C(=O)NN1CCCC1)CC1=CC=CC=C1 (α-mercaptomethyl-N-(1-pyrrolidinyl)-benzene propanamide). The yield is 85.8%. As a reaction SMILES: C([S:4][CH2:5][CH:6]([CH2:15][C:16]1[CH:21]=[CH:20][CH:19]=[CH:18][CH:17]=1)[C:7]([NH:9][N:10]1[CH2:14][CH2:13][CH2:12][CH2:11]1)=[O:8])(=O)C.[OH-].[Na+]>>[SH:4][CH2:5][CH:6]([CH2:15][C:16]1[CH:21]=[CH:20][CH:19]=[CH:18][CH:17]=1)[C:7]([NH:9][N:10]1[CH2:14][CH2:13][CH2:12][CH2:11]1)=[O:8] |f:1.2|. Reported procedure: Using the procedure of Example 6, 0.77 g of the product of Example 9 and 26 ml of 0.1N sodium hydroxide were reacted to obtain after chromatography on silica (eluent:methylene chloride - methanol, 100-3), 0.57 g of the expected product melting at 93° C. Reactants: C(C)(C)(C)OC(=O)C(CC(=O)N1C(N(CC1=O)N=CC1=CC=C(O1)C1=CC=C(C=C1)Cl)=O)N (3-(t-butoxycarbonyl-aminopropionyl)-1-{[5-(4-chlorophenyl) furfurylidene]amino}hydantoin). The solvent is Cl.C(C)(=O)O (hydrochloric acid acetic acid). Run at time 2 hour. Product: Cl.NCCC(=O)N1C(N(CC1=O)N=CC1=CC=C(O1)C1=CC=C(C=C1)Cl)=O (3-(3-aminopropionyl)-1-{[5-(4-chlorophenyl)furfurylidene]amino}hydantoin Hydrochloride). As a reaction SMILES: C(OC([CH:8]([NH2:33])[CH2:9][C:10]([N:12]1[C:16](=[O:17])[CH2:15][N:14]([N:18]=[CH:19][C:20]2[O:24][C:23]([C:25]3[CH:30]=[CH:29][C:28]([Cl:31])=[CH:27][CH:26]=3)=[CH:22][CH:21]=2)[C:13]1=[O:32])=[O:11])=O)(C)(C)C>Cl.C(O)(=O)C>[ClH:31].[NH2:33][CH2:8][CH2:9][C:10]([N:12]1[C:16](=[O:17])[CH2:15][N:14]([N:18]=[CH:19][C:20]2[O:24][C:23]([C:25]3[CH:26]=[CH:27][C:28]([Cl:31])=[CH:29][CH:30]=3)=[CH:22][CH:21]=2)[C:13]1=[O:32])=[O:11] |f:1.2,3.4|. Procedure details: The 3-(t-butoxycarbonyl-aminopropionyl)-1-{[5-(4-chlorophenyl) furfurylidene]amino}hydantoin (47 g, 0.11 mole) was added to 3% hydrochloric acid/acetic acid (500 ml) and was stirred for 2 hours. The mixture was filtered and the collected solid was washed with nitromethane and ether which yielded 30.5 g (82% overall), m.p. 242°-245°. Reactants: CCC(=O)c1ccccc1, CC(C)c1cccc(C(C)C)c1N. Product: CCC(=Nc1c(C(C)C)cccc1C(C)C)c1ccccc1. As a reaction SMILES: [CH3:14][CH2:15][C:16](=[O:17])[c:18]1[cH:19][cH:20][cH:21][cH:22][cH:23]1.[CH:1]([CH3:2])([CH3:3])[c:4]1[c:5]([NH2:6])[c:7]([CH:11]([CH3:12])[CH3:13])[cH:8][cH:9][cH:10]1>>[CH:1]([CH3:2])([CH3:3])[c:4]1[c:5]([N:6]=[C:16]([CH2:15][CH3:14])[c:18]2[cH:19][cH:20][cH:21][cH:22][cH:23]2)[c:7]([CH:11]([CH3:12])[CH3:13])[cH:8][cH:9][cH:10]1. The reactants are CCO, CCOC(=O)c1cn(Cc2ccccc2)c2c(OC)c(F)c(F)c(N)c2c1=O, [Na+], [OH-]. The product is COc1c(F)c(F)c(N)c2c(=O)c(C(=O)O)cn(Cc3ccccc3)c12. RXN SMILES: [CH3:31][CH2:32][OH:33].[NH2:1][c:2]1[c:3]2[c:4](=[O:28])[c:5]([C:23](=[O:24])[O:25][CH2:26][CH3:27])[cH:6][n:7]([CH2:16][c:17]3[cH:18][cH:19][cH:20][cH:21][cH:22]3)[c:8]2[c:9]([O:14][CH3:15])[c:10]([F:13])[c:11]1[F:12].[Na+:30].[OH-:29]>>[NH2:1][c:2]1[c:3]2[c:4](=[O:28])[c:5]([C:23](=[O:24])[OH:25])[cH:6][n:7]([CH2:16][c:17]3[cH:18][cH:19][cH:20][cH:21][cH:22]3)[c:8]2[c:9]([O:14][CH3:15])[c:10]([F:13])[c:11]1[F:12]. Starting materials: CN(C)C=O, ClCc1nccc2ccccc12, [H-], [I-], [Na+], [Na+], O=C1Nc2ccccc2C(c2ccccc2)=NC1N1C(=O)c2ccccc2C1=O. Yields the product O=C1C(N2C(=O)c3ccccc3C2=O)N=C(c2ccccc2)c2ccccc2N1Cc1nccc2ccccc12. Reaction SMILES: [CH3:46][N:47]([CH3:48])[CH:49]=[O:50].[Cl:34][CH2:35][c:36]1[n:37][cH:38][cH:39][c:40]2[cH:41][cH:42][cH:43][cH:44][c:45]12.[H-:1].[I-:33].[Na+:2].[Na+:32].[c:3]1([C:9]2=[N:10][CH:11]([N:21]3[C:22](=[O:31])[c:23]4[c:24]([cH:27][cH:28][cH:29][cH:30]4)[C:25]3=[O:26])[C:12](=[O:20])[NH:13][c:14]3[c:15]2[cH:16][cH:17][cH:18][cH:19]3)[cH:4][cH:5][cH:6][cH:7][cH:8]1>>[c:3]1([C:9]2=[N:10][CH:11]([N:21]3[C:22](=[O:31])[c:23]4[c:24]([cH:27][cH:28][cH:29][cH:30]4)[C:25]3=[O:26])[C:12](=[O:20])[N:13]([CH2:35][c:36]3[n:37][cH:38][cH:39][c:40]4[cH:41][cH:42][cH:43][cH:44][c:45]34)[c:14]3[c:15]2[cH:16][cH:17][cH:18][cH:19]3)[cH:4][cH:5][cH:6][cH:7][cH:8]1. Reactants: Cl, O=C(O)c1cc2cc(F)ccc2[nH]1, NC(Cc1ccc(F)cc1)C(=O)N1CCOCC1. Reaction SMILES: [ClH:1].[F:20][c:21]1[cH:22][c:23]2[cH:24][c:25]([C:30](=[O:31])[OH:32])[nH:26][c:27]2[cH:28][cH:29]1.[NH2:2][CH:3]([C:4](=[O:5])[N:6]1[CH2:7][CH2:8][O:9][CH2:10][CH2:11]1)[CH2:12][c:13]1[cH:14][cH:15][c:16]([F:19])[cH:17][cH:18]1>>[NH:2]([CH:3]([C:4](=[O:5])[N:6]1[CH2:7][CH2:8][O:9][CH2:10][CH2:11]1)[CH2:12][c:13]1[cH:14][cH:15][c:16]([F:19])[cH:17][cH:18]1)[C:30]([c:25]1[cH:24][c:23]2[cH:22][c:21]([F:20])[cH:29][cH:28][c:27]2[nH:26]1)=[O:31]. Product: O=C(NC(Cc1ccc(F)cc1)C(=O)N1CCOCC1)c1cc2cc(F)ccc2[nH]1. Starting materials: NC1=CC=2N=CN=C(C2C=N1)SC (7-amino-4-methylthiopyrido[4,3-d]pyrimidine), CN(C1=CC=C(C=C1)N)C (N,N-dimethyl-1,4-phenylenediamine). Conditions: temperature 190 celsius, time 20 minute. Yields the product NC1=CC=2N=CN=C(C2C=N1)NC1=CC=C(C=C1)N(C)C (7-amino-4-(4-dimethylaminoanilino)pyrido[4,3-d]pyrimidine). Yield: 53.1%. Reaction SMILES: [NH2:1][C:2]1[N:11]=[CH:10][C:9]2[C:8](SC)=[N:7][CH:6]=[N:5][C:4]=2[CH:3]=1.[CH3:14][N:15]([CH3:23])[C:16]1[CH:21]=[CH:20][C:19]([NH2:22])=[CH:18][CH:17]=1>>[NH2:1][C:2]1[N:11]=[CH:10][C:9]2[C:8]([NH:22][C:19]3[CH:20]=[CH:21][C:16]([N:15]([CH3:23])[CH3:14])=[CH:17][CH:18]=3)=[N:7][CH:6]=[N:5][C:4]=2[CH:3]=1. Procedure details: A mixture of 7-amino-4-methylthiopyrido[4,3-d]pyrimidine (256 mg, 1.33 mmole) and N,N-dimethyl-1,4-phenylenediamine (1.95 g, 14.4 mmole) is stirred under N2 at 190° C. for 20 min. The resulting product is chromatographed over alumina (3-7k EtOH/CHCl3) to give 7-amino-4-(4-dimethylaminoanilino)pyrido[4,3-d]pyrimidine (198 mg, 53%) as an orange solid. 1H NMR (DMSO) δ 9.67 (1H, brs), 9.27 (1H, s), 8.27 (1H, s), 7.51 (2H, d, J=8.9 Hz), 6.75 (2H, d, J=8.9 Hz), 6.51 (2H, brs), 6.39 (1H, s), 2.89 (6H, ...